Dataset: the Open Reaction Database (ORD), a public repository of structured organic reaction records. Task: describe an organic reaction: reactants, conditions, products, and yield The reactants are ClC=1C=CC(=C(C1[N+](=O)[O-])C(O)C1=CC=CC=C1)[N+](=O)[O-] ((5-chloro-2,6-dinitro-phenyl)-phenyl-methanol), ClC=1C(=CC(=C(C1)C(O)C1=CC=CC=C1)[N+](=O)[O-])[N+](=O)[O-] ((5-chloro-2,4-dinitro-phenyl)-phenyl-methanol), solution, CNC (dimethylamine). The solvent is CO (methanol). Product: CN(C=1C=CC(=C(C1)CO)[N+](=O)[O-])C ((5-dimethylamino-2-nitro-phenyl)-methanol). RXN SMILES: Cl[C:2]1[CH:3]=[CH:4][C:5]([N+]([O-])=O)=[C:6]([CH:11](C2C=CC=CC=2)[OH:12])[C:7]=1[N+:8]([O-:10])=[O:9].ClC1C([N+]([O-])=O)=CC([N+]([O-])=O)=C(C(C2C=CC=CC=2)O)C=1.[CH3:43][NH:44][CH3:45]>CO>[CH3:43][N:44]([CH3:45])[C:4]1[CH:3]=[CH:2][C:7]([N+:8]([O-:10])=[O:9])=[C:6]([CH2:11][OH:12])[CH:5]=1. Reported procedure: (5-Chloro-2,6-dinitro-phenyl)-phenyl-methanol (13) (0.5 g, 1.90 mmol) or (5-chloro-2,4-dinitro-phenyl)-phenyl-methanol (14) (0.5 g, 2.67 mmol) were treated with 2M solution of dimethylamine in methanol (6 mL) and the solution was heated in a microwave reactor (CEM Focused Microwave™ Synthesis System Model Discover) at 50-55° C. for 15 minutes. The solvent was removed in vacuo and each residue was coevaporated with dichloromethane (2×10 mL) and applied onto a column of silicagel. The column was e...